Dataset: the Open Reaction Database (ORD), a public repository of structured organic reaction records. Task: describe an organic reaction: reactants, conditions, products, and yield Starting materials: ClC1=C(C=CC(=C1)I)NC([C@@](C(F)(F)F)(C)O)=O ((R)-N-(2-chloro-4-iodophenyl)-2-hydroxy-2-methyl-3,3,3-trifluoropropanamide), C(C)(=O)OCC (ethyl acetate), C(C)(C)[Si](S)(C(C)C)C(C)C (Triisopropylsilanethiol), [H-].[Na+] (sodium hydride). Reagents/catalysts: C=1C=CC(=CC1)[P](C=2C=CC=CC2)(C=3C=CC=CC3)[Pd]([P](C=4C=CC=CC4)(C=5C=CC=CC5)C=6C=CC=CC6)([P](C=7C=CC=CC7)(C=8C=CC=CC8)C=9C=CC=CC9)[P](C=1C=CC=CC1)(C=1C=CC=CC1)C=1C=CC=CC1 (tetrakis(triphenylphosphine)palladium). The solvent is C1(=CC=CC=C1)C (toluene), C1CCOC1 (THF). Reaction conditions: temperature 1 celsius. Product: ClC1=C(C=CC(=C1)S[Si](C(C)C)(C(C)C)C(C)C)NC([C@@](C(F)(F)F)(C)O)=O ((R)-N-(2-Chloro-4-(triisopropylsilylsulphanyl)phenyl]-2-hydroxy-2-methyl-3,3,3-trifluoropropanamide). RXN SMILES: [CH:1]([Si:4]([CH:9]([CH3:11])[CH3:10])([CH:6]([CH3:8])[CH3:7])[SH:5])([CH3:3])[CH3:2].[H-].[Na+].[Cl:14][C:15]1[CH:20]=[C:19](I)[CH:18]=[CH:17][C:16]=1[NH:22][C:23](=[O:31])[C@:24]([OH:30])([CH3:29])[C:25]([F:28])([F:27])[F:26].C(OCC)(=O)C>C1COCC1.C1(C)C=CC=CC=1.C1C=CC([P]([Pd]([P](C2C=CC=CC=2)(C2C=CC=CC=2)C2C=CC=CC=2)([P](C2C=CC=CC=2)(C2C=CC=CC=2)C2C=CC=CC=2)[P](C2C=CC=CC=2)(C2C=CC=CC=2)C2C=CC=CC=2)(C2C=CC=CC=2)C2C=CC=CC=2)=CC=1>[Cl:14][C:15]1[CH:20]=[C:19]([S:5][Si:4]([CH:1]([CH3:3])[CH3:2])([CH:6]([CH3:8])[CH3:7])[CH:9]([CH3:11])[CH3:10])[CH:18]=[CH:17][C:16]=1[NH:22][C:23](=[O:31])[C@:24]([OH:30])([CH3:29])[C:25]([F:26])([F:28])[F:27] |f:1.2,^1:53,55,74,93|. Reported procedure: Triisopropylsilanethiol (2.8 ml) was added to a stirred suspension of sodium hydride (60% mineral oil dispersion, 0.53 g) in anhydrous THF (40 ml) cooled to 1° C. under argon. After 15 minutes at this temperature tetrakis(triphenylphosphine)palladium (0) (1.21 g) was added and this solution was added to (R)-N-(2-chloro-4-iodophenyl)-2-hydroxy-2-methyl-3,3,3-trifluoropropanamide (Example 197) (5.2 g) in anhydrous toluene (40 ml) and the mixture was heated to 85° C. for 2 hours. The mixture was al...